This data is from the Open Reaction Database (ORD), a public repository of structured organic reaction records. The task is: describe an organic reaction: reactants, conditions, products, and yield The reactants are N(=[N+]=[N-])CC1(CCN(CC1)C(=O)OCC1=CC=CC=C1)F (benzyl 4-(azidomethyl)-4-fluoropiperidine-1-carboxylate), O (water), C1(=CC=CC=C1)P(C1=CC=CC=C1)C1=CC=CC=C1 (triphenylphosphine). Solvent: C1CCOC1 (THF). Conditions: time 60 hour. The product is NCC1(CCN(CC1)C(=O)OCC1=CC=CC=C1)F (benzyl 4-(aminomethyl)-4-fluoropiperidine-1-carboxylate). Reaction SMILES: [N:1]([CH2:4][C:5]1([F:21])[CH2:10][CH2:9][N:8]([C:11]([O:13][CH2:14][C:15]2[CH:20]=[CH:19][CH:18]=[CH:17][CH:16]=2)=[O:12])[CH2:7][CH2:6]1)=[N+]=[N-].O.C1(P(C2C=CC=CC=2)C2C=CC=CC=2)C=CC=CC=1>C1COCC1>[NH2:1][CH2:4][C:5]1([F:21])[CH2:6][CH2:7][N:8]([C:11]([O:13][CH2:14][C:15]2[CH:20]=[CH:19][CH:18]=[CH:17][CH:16]=2)=[O:12])[CH2:9][CH2:10]1. Procedure: To a solution of benzyl 4-(azidomethyl)-4-fluoropiperidine-1-carboxylate (1.5 g, 5.1 mmol) in THF (10 mL) at RT with added water (0.92 mL, 0.92 mmol) and triphenylphosphine (4.3 g, 15.4 mmol). The reaction mixture was stirred for 60 h, concentrated, dissolved in HCl (1M) and extracted with Et2O four times. The aqueous layer was basified to pH 11 and extracted with EtOAc twice. The organic layer was dried over Na2SO4, filtered and concentrated. The crude mixture was chromatographed on silica gel ... Starting materials: BrC(C(Br)(F)F)(F)F (1,2-dibromotetrafluoroethane), C(C1=CC=NC=C1)(=O)OCC (Ethyl isonicotinate), C(CCC)[Li] (n-Butyl lithium), C(C)(C)NC(C)C (diisopropylamine), crude compound, [Li+].CC(C)[N-]C(C)C (LDA), C(C1=CC=NC=C1)(=O)OCC (ethyl isonicotinate), C(C)(C)NC(C)C.[Li] (lithium diisopropylamine), [Li+].CC(C)[N-]C(C)C (LDA). Run in C1CCOC1 (THF), C1CCOC1 (THF), C1CCOC1 (THF), O (Water), CC(=O)C (acetone), C1=CC=CC=C1 (benzene). Run at temperature -78 celsius, time 1 hour. Product: C(C)(C)C=1C(=C(C(=O)N)C=CN1)C(C)C (diisopropyl isonicotinamide). Reaction SMILES: C([Li])[CH2:2][CH2:3][CH3:4].[CH:6](NC(C)C)([CH3:8])[CH3:7].C([NH:16]C(C)C)(C)C.[Li].[Li+].CC([N-]C(C)C)C.[C:29]([O:37]CC)(=O)[C:30]1[CH:35]=[CH:34][N:33]=[CH:32][CH:31]=1.BrC(F)(F)C(F)(F)Br>C1COCC1.CC(C)=O.C1C=CC=CC=1.O>[CH:3]([C:34]1[C:35]([CH:6]([CH3:8])[CH3:7])=[C:30]([CH:31]=[CH:32][N:33]=1)[C:29]([NH2:16])=[O:37])([CH3:4])[CH3:2] |f:2.3,4.5,^1:19|. Reported procedure: n-Butyl lithium (8.27 ml, 1.6 M in hexanes, 13.23 mmol) was added to diisopropylamine (13.36 mmol, 1.95 ml) in dry THF (10 ml) at −78° C. and stirred for 0.5 h (to make lithium diisopropylamine, LDA). The mixture was warmed to room temp. for 20 min, then cooled down to −78° C. again. Ethyl isonicotinate (1.00 g, 6.62 mmol, 0.91 ml) was dissolved in dry THF (30 mL) and cooled to −78° C. under an atmosphere of argon. The freshly prepared LDA was added to the ethyl isonicotinate solution dropwise. ... Reactants: ClC1=C(C=C(C=2N=C(NC21)C(C(C(F)(F)F)(F)F)(F)F)[N+](=O)[O-])C(F)(F)F (4-Chloro-7-nitro-5-trifluoromethyl-2-heptafluoropropylbenzimidazole), C(C)(CC)N (sec-butylamine). The product is C(C)(CC)NC1=C(C=C(C=2N=C(NC21)C(C(C(F)(F)F)(F)F)(F)F)[N+](=O)[O-])C(F)(F)F (4-sec-butylamino-7-nitro-5-trifluoromethyl-2-heptafluoropropylbenzimidazole). RXN SMILES: Cl[C:2]1[C:10]2[NH:9][C:8]([C:11]([F:20])([F:19])[C:12]([F:18])([F:17])[C:13]([F:16])([F:15])[F:14])=[N:7][C:6]=2[C:5]([N+:21]([O-:23])=[O:22])=[CH:4][C:3]=1[C:24]([F:27])([F:26])[F:25].[CH:28]([NH2:32])([CH2:30][CH3:31])[CH3:29]>>[CH:28]([NH:32][C:2]1[C:10]2[NH:9][C:8]([C:11]([F:20])([F:19])[C:12]([F:18])([F:17])[C:13]([F:16])([F:15])[F:14])=[N:7][C:6]=2[C:5]([N+:21]([O-:23])=[O:22])=[CH:4][C:3]=1[C:24]([F:27])([F:26])[F:25])([CH2:30][CH3:31])[CH3:29]. Procedure: 4-Chloro-7-nitro-5-trifluoromethyl-2-heptafluoropropylbenzimidazole is reacted with sec-butylamine to obtain 4-sec-butylamino-7-nitro-5-trifluoromethyl-2-heptafluoropropylbenzimidazole, m.w., 470.3. The reactants are FC(C(=O)O)(F)F (Trifluoroacetic acid), C(C)(C)(C)OC(=O)NCC1=CC(=NO1)C1=CC=CC=C1 (5-(tert-butoxycarbonylaminomethyl)-3-phenylisoxazole). Solvent: C(Cl)Cl (DCM). Run at time 18 hour. Product: NCC1=CC(=NO1)C1=CC=CC=C1 (5-Aminomethyl-3-phenylisoxazole). Isolated yield 141.7%. As a reaction SMILES: FC(F)(F)C(O)=O.C(OC([NH:15][CH2:16][C:17]1[O:21][N:20]=[C:19]([C:22]2[CH:27]=[CH:26][CH:25]=[CH:24][CH:23]=2)[CH:18]=1)=O)(C)(C)C>C(Cl)Cl>[NH2:15][CH2:16][C:17]1[O:21][N:20]=[C:19]([C:22]2[CH:23]=[CH:24][CH:25]=[CH:26][CH:27]=2)[CH:18]=1. Procedure details: Trifluoroacetic acid (1.7 ml, 2.6 mmol) was added dropwise to a solution of 5-(tert-butoxycarbonylaminomethyl)-3-phenylisoxazole (Method 43; 473 mg, 1.73 mmol) in DCM (8 ml) cooled in an ice bath. The mixture was warmed to ambient temperature and stirred for 18 hours and the volatiles removed by evaporation. The residue was triturated with ether to give the title compound (427 mg, 86%). NMR (DMSO) 4.33 (s, 2H), 7.1 (s, 1H), 7.5 (m, 3H), 7.8 (m, 2H), 8.6 (br s, 3H). Starting materials: CCOc1cc(C(C)(C)C)ccc1C1=NC(C)(c2ccc(Cl)cc2)C(C)(c2ccc(Cl)cc2)N1C(=O)N1CCN(CCCS(=O)(=O)CC)CC1, CCOc1cc(C(C)(C)C#N)ccc1C1=NC(C)(c2ccc(Cl)cc2)C(C)(c2ccc(Cl)cc2)N1C(=O)Cl. Product: CCOc1cc(C(C)(C)C#N)ccc1C1=NC(C)(c2ccc(Cl)cc2)C(C)(c2ccc(Cl)cc2)N1C(=O)N1CCN(CCCS(=O)(=O)CC)CC1. RXN SMILES: [C:39]([c:40]1[cH:41][cH:42][c:43]([C:44]2=[N:66][C:57]([c:58]3[cH:59][cH:60][c:61]([Cl:62])[cH:63][cH:64]3)([CH3:65])[C:48]([c:49]3[cH:50][cH:51][c:52]([Cl:53])[cH:54][cH:55]3)([CH3:56])[N:45]2[C:46](=[O:47])[N:72]2[CH2:73][CH2:74][N:75]([CH2:78][CH2:79][CH2:80][S:81](=[O:82])(=[O:83])[CH2:84][CH3:85])[CH2:76][CH2:77]2)[c:67]([O:68][CH2:69][CH3:70])[cH:71]1)([CH3:86])([CH3:87])[CH3:88].[Cl:1][c:2]1[cH:3][cH:4][c:5]([C:8]2([CH3:38])[N:9]=[C:10]([c:24]3[c:25]([O:35][CH2:36][CH3:37])[cH:26][c:27]([C:30]([CH3:31])([CH3:32])[C:33]#[N:34])[cH:28][cH:29]3)[N:11]([C:21](=[O:22])[Cl:23])[C:12]2([CH3:13])[c:14]2[cH:15][cH:16][c:17]([Cl:20])[cH:18][cH:19]2)[cH:6][cH:7]1>>[Cl:1][c:2]1[cH:3][cH:4][c:5]([C:8]2([CH3:38])[N:9]=[C:10]([c:24]3[c:25]([O:35][CH2:36][CH3:37])[cH:26][c:27]([C:30]([CH3:31])([CH3:32])[C:33]#[N:34])[cH:28][cH:29]3)[N:11]([C:21](=[O:22])[N:72]3[CH2:73][CH2:74][N:75]([CH2:78][CH2:79][CH2:80][S:81](=[O:82])(=[O:83])[CH2:84][CH3:85])[CH2:76][CH2:77]3)[C:12]2([CH3:13])[c:14]2[cH:15][cH:16][c:17]([Cl:20])[cH:18][cH:19]2)[cH:6][cH:7]1. Starting materials: ClC(Cl)(OC(OC(Cl)(Cl)Cl)=O)Cl (triphosgene), COC=1C=C2C(=CC=NC2=CC1OC)OC1=C(C=C(N)C=C1)C (4-[(6,7-Dimethoxy-4-quinolyl)oxy]-3-methylaniline), C(C)(C)N(CC)C(C)C (diisopropylethylamine), NC=1SC(=NN1)CC (2-amino-5-ethyl-1,3,4-thiadiazole). Solvent: C(Cl)(Cl)Cl (chloroform), O (water), C(Cl)(Cl)Cl (chloroform). Reaction conditions: time 15 minute. Product: COC=1C=C2C(=CC=NC2=CC1OC)OC1=C(C=C(C=C1)NC(=O)NC=1SC(=NN1)CC)C (N-{4-[(6,7-Dimethoxy-4-quinolyl)oxy]-3-methylphenyl}-N′-(5-ethyl-1,3,4-thiadiazol-2-yl)urea). Isolated yield 47.3%. Reaction SMILES: [CH3:1][O:2][C:3]1[CH:4]=[C:5]2[C:10](=[CH:11][C:12]=1[O:13][CH3:14])[N:9]=[CH:8][CH:7]=[C:6]2[O:15][C:16]1[CH:22]=[CH:21][C:19]([NH2:20])=[CH:18][C:17]=1[CH3:23].C(N(C(C)C)CC)(C)C.ClC(Cl)(O[C:37](=[O:43])OC(Cl)(Cl)Cl)Cl.[NH2:45][C:46]1[S:47][C:48]([CH2:51][CH3:52])=[N:49][N:50]=1>C(Cl)(Cl)Cl.O>[CH3:1][O:2][C:3]1[CH:4]=[C:5]2[C:10](=[CH:11][C:12]=1[O:13][CH3:14])[N:9]=[CH:8][CH:7]=[C:6]2[O:15][C:16]1[CH:22]=[CH:21][C:19]([NH:20][C:37]([NH:45][C:46]2[S:47][C:48]([CH2:51][CH3:52])=[N:49][N:50]=2)=[O:43])=[CH:18][C:17]=1[CH3:23]. Reported procedure: 4-[(6,7-Dimethoxy-4-quinolyl)oxy]-3-methylaniline (100 mg) was dissolved in chloroform (5 ml) and diisopropylethylamine (0.5 ml) to prepare a solution. A solution of triphosgene (100 mg) in chloroform was then added to the solution, and the mixture was stirred at room temperature for 15 min. Next, 2-amino-5-ethyl-1,3,4-thiadiazole (43 mg) was added thereto, and the mixture was further stirred at room temperature overnight. Distilled water was added to the reaction solution, and the mixture was s... Yields the product CS(=O)(=O)C=1N=CN2C1SC=C2[Sn](CCCC)(CCCC)CCCC (7-Methanesulfonyl-3-(tri-n-butylstannyl)imidazo[5,1-b]thiazole). The solvent is C1CCOC1 (THF), C(C)(=O)OCC (Ethyl acetate). As a reaction SMILES: C([Li])CCC.CCCCCC.[CH3:12][S:13]([C:16]1[N:17]=[CH:18][N:19]2[CH:23]=[CH:22][S:21][C:20]=12)(=[O:15])=[O:14].[CH2:24]([Sn:28](Cl)([CH2:33][CH2:34][CH2:35][CH3:36])[CH2:29][CH2:30][CH2:31][CH3:32])[CH2:25][CH2:26][CH3:27].[Cl-].[NH4+]>C1COCC1.C(OCC)(=O)C>[CH3:12][S:13]([C:16]1[N:17]=[CH:18][N:19]2[C:23]([Sn:28]([CH2:29][CH2:30][CH2:31][CH3:32])([CH2:33][CH2:34][CH2:35][CH3:36])[CH2:24][CH2:25][CH2:26][CH3:27])=[CH:22][S:21][C:20]=12)(=[O:14])=[O:15] |f:0.1,4.5|. Reactants: C(CCC)[Sn](CCCC)(CCCC)Cl (Tri-n-butylstannyl chloride), [Cl-].[NH4+] (ammonium chloride), C(CCC)[Li].CCCCCC (n-butyllithium n-hexane), CS(=O)(=O)C=1N=CN2C1SC=C2 (7-methanesulfonylimidazo[5,1-b]thiazole). Run at time 30 minute. Procedure: A 1.6 N n-butyllithium/n-hexane solution (0.7 ml) was added to a solution of 202 mg of 7-methanesulfonylimidazo[5,1-b]thiazole in 20 ml of dry THF in an argon atmosphere at −70° C. The mixture was stirred at the same temperature for 30 min. Tri-n-butylstannyl chloride (0.3 ml) was added thereto. A saturated aqueous ammonium chloride solution was added to the reaction mixture. Ethyl acetate was then added thereto. The mixture was washed with water and saturated brine in that order. The organic la... Reactants: C(#N)C=1C=C(C=CC1)NC1=C(C(=C(C(=N1)OC=1C=C(C#N)C=CC1)F)C)F (3-[(6-(3-cyanophenyl)amino-3,5-difluoro-4-methylpyridin-2-yl)oxy]benzonitrile), IC (iodomethane), [H-].[Na+] (sodium hydride), C(C)#N (acetonitrile). Run at time 18 hour. Product: C(#N)C=1C=C(C=CC1)CNC1=C(C(=C(C(=N1)OC=1C=C(C#N)C=CC1)F)C)F (3-[(6-(3-cyanophenyl)methylamino-3,5-difluoro-4-methylpyridin-2-yl)oxy]benzonitrile). Reaction SMILES: C(C1C=[C:5]([NH:9][C:10]2[N:15]=[C:14]([O:16][C:17]3[CH:18]=[C:19]([CH:22]=[CH:23][CH:24]=3)[C:20]#[N:21])[C:13]([F:25])=[C:12]([CH3:26])[C:11]=2[F:27])C=CC=1)#N.IC.[H-].[Na+].[C:32](#[N:34])[CH3:33]>>[C:32]([C:33]1[CH:10]=[C:11]([CH2:5][NH:9][C:10]2[N:15]=[C:14]([O:16][C:17]3[CH:18]=[C:19]([CH:22]=[CH:23][CH:24]=3)[C:20]#[N:21])[C:13]([F:25])=[C:12]([CH3:26])[C:11]=2[F:27])[CH:12]=[CH:13][CH:14]=1)#[N:34] |f:2.3|. Reported procedure: To 3-[(6-(3-cyanophenyl)amino-3,5-difluoro-4-methylpyridin-2-yl)oxy]benzonitrile (0.10 g, 0.28 mmol) in acetonitrile (10 mL) was added iodomethane (0.20 g, 1.4 mmol) and sodium hydride (0.055 g, 1.4 mmol). After stirring for 18 hours the reaction was partitioned with water and ethyl acetate. The organic layer was separated, dried (Na2SO4), and the solvent was removed in vacuo. Chromatography of the residue on silica gel with ethyl acetate/hexane (1/3) as eluent gave 3-[(6-(3-cyanophenyl)methylam... Starting materials: ClCCCl, COc1ccccc1-c1noc(C)c1C(=O)O, CN(C)c1ccncc1, Nc1cc(N2CCNCC2)c(Cl)cc1[N+](=O)[O-], ClCCl. The product is COc1ccccc1-c1noc(C)c1C(=O)N1CCN(c2cc(N)c([N+](=O)[O-])cc2Cl)CC1. As a reaction SMILES: [CH2:35]([Cl:36])[CH2:37][Cl:38].[CH3:1][O:2][c:3]1[c:4](-[c:9]2[n:10][o:11][c:12]([CH3:17])[c:13]2[C:14](=[O:15])[OH:16])[cH:5][cH:6][cH:7][cH:8]1.[CH3:39][N:40]([CH3:41])[c:42]1[cH:43][cH:44][n:45][cH:46][cH:47]1.[Cl:18][c:19]1[cH:20][c:21]([N+:32](=[O:33])[O-:34])[c:22]([NH2:23])[cH:24][c:25]1[N:26]1[CH2:27][CH2:28][NH:29][CH2:30][CH2:31]1.[Cl:48][CH2:49][Cl:50]>>[CH3:1][O:2][c:3]1[c:4](-[c:9]2[n:10][o:11][c:12]([CH3:17])[c:13]2[C:14](=[O:16])[N:29]2[CH2:28][CH2:27][N:26]([c:25]3[c:19]([Cl:18])[cH:20][c:21]([N+:32](=[O:33])[O-:34])[c:22]([NH2:23])[cH:24]3)[CH2:31][CH2:30]2)[cH:5][cH:6][cH:7][cH:8]1. Reactants: C1CCOC1, COC(=O)c1sc(C2=CCCCC2)cc1N(C(=O)C1CCC(C)CC1)C1CCC(F)CC1, CO, [Li+], [OH-], O. The product is CC1CCC(C(=O)N(c2cc(C3=CCCCC3)sc2C(=O)O)C2CCC(F)CC2)CC1. As a reaction SMILES: [CH2:33]1[O:34][CH2:35][CH2:36][CH2:37]1.[CH3:1][O:2][C:3](=[O:4])[c:5]1[s:6][c:7]([C:27]2=[CH:28][CH2:29][CH2:30][CH2:31][CH2:32]2)[cH:8][c:9]1[N:10]([C:11](=[O:12])[CH:13]1[CH2:14][CH2:15][CH:16]([CH3:19])[CH2:17][CH2:18]1)[CH:20]1[CH2:21][CH2:22][CH:23]([F:26])[CH2:24][CH2:25]1.[CH3:38][OH:39].[Li+:42].[OH-:41].[OH2:40]>>[O:2]=[C:3]([OH:4])[c:5]1[s:6][c:7]([C:27]2=[CH:28][CH2:29][CH2:30][CH2:31][CH2:32]2)[cH:8][c:9]1[N:10]([C:11](=[O:12])[CH:13]1[CH2:14][CH2:15][CH:16]([CH3:19])[CH2:17][CH2:18]1)[CH:20]1[CH2:21][CH2:22][CH:23]([F:26])[CH2:24][CH2:25]1.